describe an organic reaction: reactants, conditions, products, and yield From a dataset of the Open Reaction Database (ORD), a public repository of structured organic reaction records. The reactants are ClC1=C2C(=NC=C1F)NC=C2 (4-chloro-5-fluoro-1H-pyrrolo[2,3-b]pyridine), CC1=CC=C(C=C1)S(=O)(=O)Cl (4-methylbenzenesulfonyl chloride), [OH-].[Na+] (sodium hydroxide). The reagents and catalysts are S(=O)(=O)(O)[O-].C(CCC)[N+](CCCC)(CCCC)CCCC (tetrabutylammonium hydrogen sulfate). Run in C1(=CC=CC=C1)C (toluene), O (water), C(C)(=O)OCC (ethyl acetate). Product: ClC1=C2C(=NC=C1F)N(C=C2)S(=O)(=O)C2=CC=C(C=C2)C (4-chloro-5-fluoro-1-(toluene-4-sulfonyl)-1H-pyrrolo[2,3-b]pyridine). Yield: 0.0%. As a reaction SMILES: [Cl:1][C:2]1[C:7]([F:8])=[CH:6][N:5]=[C:4]2[NH:9][CH:10]=[CH:11][C:3]=12.[CH3:12][C:13]1[CH:18]=[CH:17][C:16]([S:19](Cl)(=[O:21])=[O:20])=[CH:15][CH:14]=1.[OH-].[Na+]>O.S([O-])(O)(=O)=O.C([N+](CCCC)(CCCC)CCCC)CCC.C1(C)C=CC=CC=1.C(OCC)(=O)C>[Cl:1][C:2]1[C:7]([F:8])=[CH:6][N:5]=[C:4]2[N:9]([S:19]([C:16]3[CH:17]=[CH:18][C:13]([CH3:12])=[CH:14][CH:15]=3)(=[O:21])=[O:20])[CH:10]=[CH:11][C:3]=12 |f:2.3,5.6|. Procedure details: A mixture of 1.30 g of 4-chloro-5-fluoro-1H-pyrrolo[2,3-b]pyridine, 1.6 g of 4-methylbenzenesulfonyl chloride, 3.40 g of sodium hydroxide dissolved in 16 cm3 of water, and 0.052 g of tetrabutylammonium hydrogen sulfate in 200 cm3 of toluene is stirred for about 24 hours in the region of 20° C. The mixture is diluted with 500 cm3 of ethyl acetate; the organic phase is washed with three times 200 cm3 of water, dried over magnesium sulfate, filtered and concentrated to dryness under reduced pressur... Solvent: CN(C)C=O (DMF), O (water), C(C)(=O)OCC (ethyl acetate). Reaction conditions: time 3 day. Isolated yield 44.5%. Starting materials: [Cl-].FC(C=1C=C(C=CC1)N1[C@@H]2C[NH2+][C@H](C1)C2)(F)F ((1S,4S)-5-(3-(trifluoromethyl)phenyl)-5-aza-2-azoniabicyclo[2.2.1]heptane chloride), C([O-])([O-])=O.[Cs+].[Cs+] (cesium carbonate), CS(=O)(=O)C1=NC=C(C=N1)C(=O)OCC (Ethyl 2-(methylsulfonyl)pyrimidine-5-carboxylate). Procedure details: Compound 558 (500 mg, 1.794 mmol) and cesium carbonate (1461 mg, 4.49 mmol) were suspended in DMF (5 mL) to give a yellow suspension. Ethyl 2-(methylsulfonyl)pyrimidine-5-carboxylate (496 mg, 2.153 mmol) was then added and the reaction was stirred at room temperature for 3 days. The mixture was diluted with water and ethyl acetate. The organic layer was washed twice with water then brine and dried with MgSO4. The solvent was removed in vacuo and the residue was purified by column chromatography ... RXN SMILES: [Cl-].[F:2][C:3]([F:18])([F:17])[C:4]1[CH:5]=[C:6]([N:10]2[CH2:15][C@@H:14]3[CH2:16][C@H:11]2[CH2:12][NH2+:13]3)[CH:7]=[CH:8][CH:9]=1.C(=O)([O-])[O-].[Cs+].[Cs+].CS([C:29]1[N:34]=[CH:33][C:32]([C:35]([O:37][CH2:38][CH3:39])=[O:36])=[CH:31][N:30]=1)(=O)=O>CN(C=O)C.O.C(OCC)(=O)C>[F:18][C:3]([F:2])([F:17])[C:4]1[CH:5]=[C:6]([N:10]2[CH2:15][C@@H:14]3[CH2:16][C@H:11]2[CH2:12][N:13]3[C:29]2[N:30]=[CH:31][C:32]([C:35]([O:37][CH2:38][CH3:39])=[O:36])=[CH:33][N:34]=2)[CH:7]=[CH:8][CH:9]=1 |f:0.1,2.3.4|. The product is FC(C=1C=C(C=CC1)N1[C@@H]2CN([C@H](C1)C2)C2=NC=C(C=N2)C(=O)OCC)(F)F (ethyl 2-((1S,4S)-5-(3-(trifluoromethyl)phenyl)-2,5-diazabicyclo[2.2.1]heptan-2-yl)pyrimidine-5-carboxylate). Starting materials: ClC=1C=CC2=C(C(N3[C@H](C=4N2C=NC4C(=O)OCC)CC3)=O)C1 (ethyl (S)-7-chloro-12,12a-dihydro-9-oxo-9H,11H-azeto[2,1-c]imidazo[1,5-a][1,4]benzodiazepine-1-carboxylate), [OH-].[Na+] (sodium hydroxide). The solvent is C(C)O (ethanol). Product: ClC=1C=CC2=C(C(N3[C@H](C=4N2C=NC4C(=O)O)CC3)=O)C1 ((S)-7-chloro-12,12a-dihydro-9-oxo-9H,11H-azeto[2,1-c]imidazo[1,5-a][1,4]benzodiazepine-1-carboxylic acid). The yield is 95.4%. As a reaction SMILES: [Cl:1][C:2]1[CH:3]=[CH:4][C:5]2[N:11]3[CH:12]=[N:13][C:14]([C:15]([O:17]CC)=[O:16])=[C:10]3[C@@H:9]3[CH2:20][CH2:21][N:8]3[C:7](=[O:22])[C:6]=2[CH:23]=1.[OH-].[Na+]>C(O)C>[Cl:1][C:2]1[CH:3]=[CH:4][C:5]2[N:11]3[CH:12]=[N:13][C:14]([C:15]([OH:17])=[O:16])=[C:10]3[C@@H:9]3[CH2:20][CH2:21][N:8]3[C:7](=[O:22])[C:6]=2[CH:23]=1 |f:1.2|. Reported procedure: 20.8 g (62.8 mmol) of ethyl (S)-7-chloro-12,12a-dihydro-9-oxo-9H,11H-azeto[2,1-c]imidazo[1,5-a][1,4]benzodiazepine-1-carboxylate in 250 ml of ethanol and 75 ml (75 mmol) of 1N sodium hydroxide solution were heated to reflux for 30 min. The alcohol was evaporated on a rotary evaporator. The residue was dissolved in 250 ml of water and acidified with 1N hydrochloric acid. The crystals were filtered off under suction, washed with water and dried in a vacuum. There were obtained 18.2 g (96%) of (S)-...